This data is from the Open Reaction Database (ORD), a public repository of structured organic reaction records. The task is: describe an organic reaction: reactants, conditions, products, and yield Starting materials: C1(CC1)N1C=C(C(C2=CC(=C(C(=C12)OC)Cl)F)=O)C(=O)OCC (ethyl 1-cyclopropyl-7-chloro-6-fluoro-8-methoxy-1,4-dihydro-4-oxo-3-quinolinecarboxylate), C(C)(=O)[O-] (acetate), S(O)(O)(=O)=O (sulfuric acid). Solvent: O (water). Product: C1(CC1)N1C=C(C(C2=CC(=C(C(=C12)OC)Cl)F)=O)C(=O)O (1-cyclopropyl-7-chloro-6-fluoro-8-methoxy-1,4-dihydro-4-oxo-3-quinolinecarboxylic acid). Yield: 88.1%. As a reaction SMILES: [CH:1]1([N:4]2[C:13]3[C:8](=[CH:9][C:10]([F:17])=[C:11]([Cl:16])[C:12]=3[O:14][CH3:15])[C:7](=[O:18])[C:6]([C:19]([O:21]CC)=[O:20])=[CH:5]2)[CH2:3][CH2:2]1.C([O-])(=O)C.S(=O)(=O)(O)O>O>[CH:1]1([N:4]2[C:13]3[C:8](=[CH:9][C:10]([F:17])=[C:11]([Cl:16])[C:12]=3[O:14][CH3:15])[C:7](=[O:18])[C:6]([C:19]([OH:21])=[O:20])=[CH:5]2)[CH2:2][CH2:3]1. Procedure: 29.4 g of ethyl 1-cyclopropyl-7-chloro-6-fluoro-8-methoxy-1,4-dihydro-4-oxo-3-quinolinecarboxylate (0.088 mol), 160 ml of acetate acid, 100 ml of water and 18 ml of concentrated sulfuric acid were stirred at 100-110° C. for 40 minutes. The resulting mixture was cooled and filtered. The precipitate was re-crystallized from chloroform-ethanol to give 23.8 g of 1-cyclopropyl-7-chloro-6-fluoro-8-methoxy-1,4-dihydro-4-oxo-3-quinolinecarboxylic acid (0.0775 mol) in 88.1% yield, mp 288-293° C.